From a dataset of the Open Reaction Database (ORD), a public repository of structured organic reaction records. describe an organic reaction: reactants, conditions, products, and yield Yields the product COc1ccc(C(CCCCCBr)Sc2ccc(C)cc2)cc1OC. Starting materials: BrCCCCCBr, [Li]C(C)(C)C, COc1ccc(CSc2ccc(C)cc2)cc1OC, C1CCOC1. As a reaction SMILES: [Br:25][CH2:26][CH2:27][CH2:28][CH2:29][CH2:30][Br:31].[C:20]([Li:21])([CH3:22])([CH3:23])[CH3:24].[CH3:1][O:2][c:3]1[c:4]([O:18][CH3:19])[cH:5][c:6]([CH2:9][S:10][c:11]2[cH:12][cH:13][c:14]([CH3:17])[cH:15][cH:16]2)[cH:7][cH:8]1.[O:32]1[CH2:33][CH2:34][CH2:35][CH2:36]1>>[CH3:1][O:2][c:3]1[c:4]([O:18][CH3:19])[cH:5][c:6]([CH:9]([S:10][c:11]2[cH:12][cH:13][c:14]([CH3:17])[cH:15][cH:16]2)[CH2:30][CH2:29][CH2:28][CH2:27][CH2:26][Br:25])[cH:7][cH:8]1. Starting materials: [Li+].[OH-] (LiOH), C1=CN(C=N1)C(=O)N2C=CN=C2 (CDI), C(C)(=O)OCC(=O)O (2-acetoxyacetic acid), O\N=C(/N)\C=1C=CC(=C(C1)NC(OC(C)(C)C)=O)C ((Z)-tert-butyl 5-(N′-hydroxycarbamimidoyl)-2-methylphenylcarbamate), C(=O)(O)[O-].[Na+] (NaHCO3). Run in C1CCOC1.CO.O (THF MeOH H2O), CN1CCCC1=O (NMP). Run at time 10 minute. Product: OCC1=NC(=NO1)C=1C=CC(=C(C1)NC(OC(C)(C)C)=O)C (tert-butyl (5-(5-(hydroxymethyl)-1,2,4-oxadiazol-3-yl)-2-methylphenyl)carbamate). Reaction SMILES: C1N=CN(C(N2C=NC=C2)=O)C=1.[C:13](OCC(O)=O)(=[O:15])[CH3:14].[OH:21]/[N:22]=[C:23](/[C:25]1[CH:26]=[CH:27][C:28]([CH3:39])=[C:29]([NH:31][C:32](=[O:38])[O:33][C:34]([CH3:37])([CH3:36])[CH3:35])[CH:30]=1)\[NH2:24].[Li+].[OH-].C([O-])(O)=O.[Na+]>CN1C(=O)CCC1.C1COCC1.CO.O>[OH:15][CH2:13][C:14]1[O:21][N:22]=[C:23]([C:25]2[CH:26]=[CH:27][C:28]([CH3:39])=[C:29]([NH:31][C:32](=[O:38])[O:33][C:34]([CH3:35])([CH3:36])[CH3:37])[CH:30]=2)[N:24]=1 |f:3.4,5.6,8.9.10|. Reported procedure: CDI (1.76 g, 10.78 mmol) was added portion-wise to a stirred solution of 2-acetoxyacetic acid (1.27 g, 10.78 mmol) in NMP (5 mL). After 10 minutes, (Z)-tert-butyl 5-(N′-hydroxycarbamimidoyl)-2-methylphenylcarbamate (35) (1.43 g, 5.39 mmol) was added in one portion and stirred for another hour at room temperature. The solution was then heated via microwave at 125° C. for 15 minutes. The solution was partitioned with EtOAc and water. The organic phase was separated, dried over Na2SO4 and concentra... The reactants are ClC1=C(C=CC(=C1CC=O)C)S(=O)(=O)[O-] (2-Chloro-2-oxoethyl-4-methylbenzenesulfonate), NC=1C=C(C(C(=O)O)=CC1)O (p-amino salicylic acid), [OH-].[Na+] (NaOH), C(=O)([O-])[O-].[Na+].[Na+] (Na2CO3), C1CCOC1 (THF). The solvent is C(C)OCC (diethyl ether), O (water). Reaction conditions: time 10 minute. The product is OC1=C(C(=O)O)C=CC(=C1)NC(COS(=O)(=O)C1=CC=C(C)C=C1)=O (2-Hydroxy-4-(2-(tosyloxy)acetamido)benzoic acid). As a reaction SMILES: [NH2:1][C:2]1[CH:3]=[C:4]([OH:11])[C:5](=[CH:9][CH:10]=1)[C:6]([OH:8])=[O:7].[OH-].[Na+].C([O-])([O-])=O.[Na+].[Na+].Cl[C:21]1[C:26](CC=O)=[C:25]([CH3:30])[CH:24]=[CH:23][C:22]=1[S:31]([O-:34])(=[O:33])=[O:32].C1C[O:38][CH2:37][CH2:36]1>O.C(OCC)C>[OH:11][C:4]1[CH:3]=[C:2]([NH:1][C:37](=[O:38])[CH2:36][O:34][S:31]([C:22]2[CH:21]=[CH:26][C:25]([CH3:30])=[CH:24][CH:23]=2)(=[O:32])=[O:33])[CH:10]=[CH:9][C:5]=1[C:6]([OH:8])=[O:7] |f:1.2,3.4.5|. Reported procedure: A mixture of p-amino salicylic acid (102 mg, 0.67 mmol) and NaOH (27 mg, 0.67 mmol) in water (6 ml) was stirred at room temperature for 10 min until all of the solid material had dissolved. Na2CO3 (59 mg, 0.5561 mmol) was then added and the mixture cooled to 0° C. A solution of 2-chloro-2-oxoethyl-4-methylbenzenesulfonate (4, 200 mg, 0.8044 mmol) in THF (2 ml) was injected rapidly and the resulting solution allowed to warm to room temperature and stirred for 2 h. Then reaction mixture was poured... Reactants: CO, CC(=O)OCC(=O)NC(Oc1cccnc1N)c1ccccc1C, [Na+], [OH-]. Product: Cc1ccccc1C(NC(=O)CO)Oc1cccnc1N. Reaction SMILES: [CH3:27][OH:28].[NH2:1][c:2]1[n:3][cH:4][cH:5][cH:6][c:7]1[O:8][CH:9]([c:10]1[cH:11][cH:12][cH:13][cH:14][c:15]1[CH3:16])[NH:17][C:18]([CH2:19][O:20][C:21](=[O:22])[CH3:23])=[O:24].[Na+:26].[OH-:25]>>[NH2:1][c:2]1[n:3][cH:4][cH:5][cH:6][c:7]1[O:8][CH:9]([c:10]1[cH:11][cH:12][cH:13][cH:14][c:15]1[CH3:16])[NH:17][C:18]([CH2:19][OH:20])=[O:24]. Starting materials: O (water), BrCC=1C=CC2=C(C(=NO2)C2=CC=C(C=C2)Cl)C1 (5-Bromomethyl-3-(4-chlorophenyl)-1,2-benzisoxazole), [C-]#N.[Na+] (sodium cyanide), [I-].[Na+] (sodium iodide). The solvent is CN(C=O)C (dimethylformamide). Conditions: time 1 hour. Yields the product ClC1=CC=C(C=C1)C1=NOC2=C1C=C(C=C2)CC#N (3-(4-Chlorophenyl)-1,2-benzisoxazol-5-ylacetonitrile). The yield is 62.8%. RXN SMILES: Br[CH2:2][C:3]1[CH:4]=[CH:5][C:6]2[O:10][N:9]=[C:8]([C:11]3[CH:16]=[CH:15][C:14]([Cl:17])=[CH:13][CH:12]=3)[C:7]=2[CH:18]=1.[C-:19]#[N:20].[Na+].[I-].[Na+].O>CN(C)C=O>[Cl:17][C:14]1[CH:15]=[CH:16][C:11]([C:8]2[C:7]3[CH:18]=[C:3]([CH2:2][C:19]#[N:20])[CH:4]=[CH:5][C:6]=3[O:10][N:9]=2)=[CH:12][CH:13]=1 |f:1.2,3.4|. Procedure details: 5-Bromomethyl-3-(4-chlorophenyl)-1,2-benzisoxazole(6.5g.), sodium cyanide (1.1g) and dry sodium iodide (0.3g) were stirred together in dry dimethylformamide (50ml) for 20 hours at ambient temperature. The mixture was poured into water (500ml.), stirred for one hour and the brown solid filtered off, washed and dried (5.1g). This was recrystallised, with charcoaling, from 50% toluene/60-80 petrol ether (100ml.) To give the title compound as an off-white solid (3.4g) m.p. 118°C. Product: CC(C)(C)OC(=O)N1CCCCC1CC(=O)OCC(=O)c1ccccc1. Reactants: O=C(CBr)c1ccccc1, CC(C)(C)OC(=O)N1CCCCC1CC(=O)O, CCO, [Na+], [Na+], O=C([O-])[O-], O. RXN SMILES: [Br:24][CH2:25][C:26](=[O:27])[c:28]1[cH:29][cH:30][cH:31][cH:32][cH:33]1.[C:1]([CH3:2])([CH3:3])([CH3:4])[O:5][C:6](=[O:7])[N:8]1[CH:9]([CH2:14][C:15](=[O:16])[OH:17])[CH2:10][CH2:11][CH2:12][CH2:13]1.[CH3:35][CH2:36][OH:37].[Na+:18].[Na+:19].[O-:20][C:21](=[O:22])[O-:23].[OH2:34]>>[C:1]([CH3:2])([CH3:3])([CH3:4])[O:5][C:6](=[O:7])[N:8]1[CH:9]([CH2:14][C:15](=[O:16])[O:17][CH2:25][C:26](=[O:27])[c:28]2[cH:29][cH:30][cH:31][cH:32][cH:33]2)[CH2:10][CH2:11][CH2:12][CH2:13]1. Reactants: C(=O)=O (CO2), BrC1=CC(=C(C=C1)OC)C(CCCCCCCCC)(C)C (4-bromo-2-(1,1-dimethyldecyl) anisole), [Mg] (magnesium), II (iodine), Cl (HCl). Reported procedure: The 4-bromo-2-(1,1-dimethyldecyl) anisole (15.72 g, 44.2 mmoles) obtained in Example 11(a), above, is dissolved in THF (50 ml). This solution is slowly added to magnesium (1.18 g, 48.7 mmoles) and an iodine crystal, while being maintained at reflux by heating. Once the addition is complete, the reaction mixture is maintained at reflux for 30 minutes and then cooled to -40° C. 300 ml of THF are added and a stream of CO2 is passed therethrough for 2 hours. The reaction mixture is then poured into ... Conditions: temperature -40 celsius, time 2 hour. The yield is 51.0%. The product is CC(CCCCCCCCC)(C)C=1C=C(C(=O)O)C=CC1OC (3-(1,1-dimethyldecyl)-4-methoxy benzoic acid). Solvent: C1CCOC1 (THF), C1CCOC1 (THF). As a reaction SMILES: Br[C:2]1[CH:7]=[CH:6][C:5]([O:8][CH3:9])=[C:4]([C:10]([CH3:21])([CH3:20])[CH2:11][CH2:12][CH2:13][CH2:14][CH2:15][CH2:16][CH2:17][CH2:18][CH3:19])[CH:3]=1.[Mg].II.[C:25](=[O:27])=[O:26].Cl>C1COCC1>[CH3:20][C:10]([C:4]1[CH:3]=[C:2]([CH:7]=[CH:6][C:5]=1[O:8][CH3:9])[C:25]([OH:27])=[O:26])([CH3:21])[CH2:11][CH2:12][CH2:13][CH2:14][CH2:15][CH2:16][CH2:17][CH2:18][CH3:19]. The reactants are FC(C1=NC2=C(N1C1=NC(=NC(=C1)N1CCOCC1)NCC1CCN(CC1)C1=CC=CC=C1)C=CC=C2)F (4-[2-(difluoromethyl)-1H-benzimidazol-1-yl]-6-(morpholin-4-yl)-N-[(1-phenylpiperidin-4-yl)methyl]pyrimidin-2-amine), C(Cl)(Cl)Cl (chloroform), CO (methanol), solution, Cl (hydrogen chloride). Run in O1CCOCC1 (1,4-dioxane). Conditions: time 10 minute. Product: Cl.Cl.FC(C1=NC2=C(N1C1=NC(=NC(=C1)N1CCOCC1)NCC1CCN(CC1)C1=CC=CC=C1)C=CC=C2)F (4-[2-(difluoromethyl)-1H-benzimidazol-1-yl]-6-(morpholin-4-yl)-N-[(1-phenylpiperidin-4-yl)methyl]pyrimidin-2-amine dihydrochloride). RXN SMILES: [F:1][CH:2]([F:38])[C:3]1[N:7]([C:8]2[CH:13]=[C:12]([N:14]3[CH2:19][CH2:18][O:17][CH2:16][CH2:15]3)[N:11]=[C:10]([NH:20][CH2:21][CH:22]3[CH2:27][CH2:26][N:25]([C:28]4[CH:33]=[CH:32][CH:31]=[CH:30][CH:29]=4)[CH2:24][CH2:23]3)[N:9]=2)[C:6]2[CH:34]=[CH:35][CH:36]=[CH:37][C:5]=2[N:4]=1.C(Cl)(Cl)[Cl:40].CO.[ClH:45]>O1CCOCC1>[ClH:40].[ClH:45].[F:38][CH:2]([F:1])[C:3]1[N:7]([C:8]2[CH:13]=[C:12]([N:14]3[CH2:19][CH2:18][O:17][CH2:16][CH2:15]3)[N:11]=[C:10]([NH:20][CH2:21][CH:22]3[CH2:23][CH2:24][N:25]([C:28]4[CH:33]=[CH:32][CH:31]=[CH:30][CH:29]=4)[CH2:26][CH2:27]3)[N:9]=2)[C:6]2[CH:34]=[CH:35][CH:36]=[CH:37][C:5]=2[N:4]=1 |f:5.6.7|. Procedure: To a mixture of 4-[2-(difluoromethyl)-1H-benzimidazol-1-yl]-6-(morpholin-4-yl)-N-[(1-phenylpiperidin-4-yl)methyl]pyrimidin-2-amine (38 mg), chloroform (0.75 mL), and methanol (0.35 mL) was added a 4 M solution (0.2 mL) of hydrogen chloride in 1,4-dioxane, and the mixture was stirred at room temperature for 10 minutes. The reaction mixture was concentrated under reduced pressure to obtain 4-[2-(difluoromethyl)-1H-benzimidazol-1-yl]-6-(morpholin-4-yl)-N-[(1-phenylpiperidin-4-yl)methyl]pyrimidin-2-... Starting materials: C[Si](C1=CC=CC=C1)(CCCCCl)C (dimethyl-(4-chlorobutyl)-phenylsilane), [I-].[Na+] (sodium iodide). The solvent is CC(=O)C (acetone). The product is C[Si](C1=CC=CC=C1)(CCCCI)C (dimethyl-(4-iodobutyl)-phenylsilane). The yield is 92.6%. Reaction SMILES: [CH3:1][Si:2]([CH3:14])([CH2:9][CH2:10][CH2:11][CH2:12]Cl)[C:3]1[CH:8]=[CH:7][CH:6]=[CH:5][CH:4]=1.[I-:15].[Na+]>CC(C)=O>[CH3:1][Si:2]([CH3:14])([CH2:9][CH2:10][CH2:11][CH2:12][I:15])[C:3]1[CH:8]=[CH:7][CH:6]=[CH:5][CH:4]=1 |f:1.2|. Procedure details: Following the same procedure as in Example 44 Step A, 5 g (19 mmol) of dimethyl-(4-chlorobutyl)-phenylsilane in 50 ml of acetone are refluxed for 60 hours with 17 g (114 mmol) of sodium iodide to afford 5.6 g (83%) of expected dimethyl-(4-iodobutyl)-phenylsilane.